This data is from the Open Reaction Database (ORD), a public repository of structured organic reaction records. The task is: describe an organic reaction: reactants, conditions, products, and yield Starting materials: O=C([O-])c1ccccc1, O=C([O-])c1ccccc1, [Cu+2], O=S(=O)([O-])C(F)(F)F, c1ccc(Sc2ccccc2)cc1, c1ccc([I+]c2ccccc2)cc1. Product: O=S(=O)([O-])C(F)(F)F, c1ccc([S+](c2ccccc2)c2ccccc2)cc1. Reaction SMILES: [C:35]([O-:36])(=[O:37])[c:38]1[cH:39][cH:40][cH:41][cH:42][cH:43]1.[C:45]([O-:46])(=[O:47])[c:48]1[cH:49][cH:50][cH:51][cH:52][cH:53]1.[Cu+2:44].[S:1](=[O:2])(=[O:3])([C:4]([F:5])([F:6])[F:7])[O-:8].[S:22]([c:23]1[cH:24][cH:25][cH:26][cH:27][cH:28]1)[c:29]1[cH:30][cH:31][cH:32][cH:33][cH:34]1.[c:9]1([I+:10][c:16]2[cH:17][cH:18][cH:19][cH:20][cH:21]2)[cH:11][cH:12][cH:13][cH:14][cH:15]1>>[S:1](=[O:2])(=[O:3])([C:4]([F:5])([F:6])[F:7])[O-:8].[c:16]1([S+:22]([c:23]2[cH:24][cH:25][cH:26][cH:27][cH:28]2)[c:29]2[cH:30][cH:31][cH:32][cH:33][cH:34]2)[cH:17][cH:18][cH:19][cH:20][cH:21]1.